Dataset: the Open Reaction Database (ORD), a public repository of structured organic reaction records. Task: describe an organic reaction: reactants, conditions, products, and yield Reactants: ice water, NC1=NC(=CC(=N1)OC)OC (2-amino-4.6-dimethoxypyrimidine), ClS(=O)(=O)N=C=O (chlorosulfonyl isocyanate), C1(=CC=CC=C1)O (phenol). Solvent: C(Cl)Cl (methylene chloride), C=1(C(=CC=CC1)C)C (xylene), C(Cl)Cl (methylene chloride). Product: C1(=CC=CC=C1)OS(NC(=O)NC1=NC(=CC(=N1)OC)OC)(=O)=O (Phenyl[(4,6-dimethoxypyrimidin-2-yl)-aminocarbonyl]sulfamate). Yield: 76.7%. RXN SMILES: Cl[S:2]([N:5]=[C:6]=[O:7])(=[O:4])=[O:3].[C:8]1([OH:14])[CH:13]=[CH:12][CH:11]=[CH:10][CH:9]=1.[NH2:15][C:16]1[N:21]=[C:20]([O:22][CH3:23])[CH:19]=[C:18]([O:24][CH3:25])[N:17]=1>C1(C)C(C)=CC=CC=1.C(Cl)Cl>[C:8]1([O:14][S:2](=[O:4])(=[O:3])[NH:5][C:6]([NH:15][C:16]2[N:17]=[C:18]([O:24][CH3:25])[CH:19]=[C:20]([O:22][CH3:23])[N:21]=2)=[O:7])[CH:13]=[CH:12][CH:11]=[CH:10][CH:9]=1. Reported procedure: To a well stirred solution of 1.6 g of chlorosulfonyl isocyanate in 7 ml of dry xylene at ambient temperature and pressure was added 0.9 g of phenol. The resulting mixture was heated to reflux temperature for 1.5 hours. The solvent was removed under reduced pressure to give a clear oil. The oil was diluted with 5 ml of methylene chloride and added to a cooled (ice-water bath) suspension of 1.5 g of 2-amino-4.6-dimethoxypyrimidine in 10 ml of methylene chloride. The solvent was removed under vacu...